This data is from the Open Reaction Database (ORD), a public repository of structured organic reaction records. The task is: describe an organic reaction: reactants, conditions, products, and yield The reactants are Cc1ccc(C#CC(C)(C)O)cc1F, [Na+], [OH-], O, c1ccccc1. Product: C#Cc1ccc(C)c(F)c1. As a reaction SMILES: [F:1][c:2]1[c:3]([CH3:14])[cH:4][cH:5][c:6]([C:8]#[C:9][C:10]([CH3:11])([OH:12])[CH3:13])[cH:7]1.[Na+:16].[OH-:15].[OH2:23].[cH:17]1[cH:18][cH:19][cH:20][cH:21][cH:22]1>>[F:1][c:2]1[c:3]([CH3:14])[cH:4][cH:5][c:6]([C:8]#[CH:9])[cH:7]1. The reactants are O=C([O-])[O-], CCOCC, Cc1nc2cc([N+](=O)[O-])c(Oc3ccc(CC(=O)O)cc3Cl)cc2n1COCC[Si](C)(C)C, [Cs+], [Cs+], CI, CN(C)C=O. Product: COC(=O)Cc1ccc(Oc2cc3c(cc2[N+](=O)[O-])nc(C)n3COCC[Si](C)(C)C)c(Cl)c1. Reaction SMILES: [C:34](=[O:35])([O-:36])[O-:37].[CH3:47][CH2:48][O:49][CH2:50][CH3:51].[Cl:1][c:2]1[cH:3][c:4]([CH2:30][C:31](=[O:32])[OH:33])[cH:5][cH:6][c:7]1[O:8][c:9]1[cH:10][c:11]2[c:12]([n:13][c:14]([CH3:24])[n:15]2[CH2:16][O:17][CH2:18][CH2:19][Si:20]([CH3:21])([CH3:22])[CH3:23])[cH:25][c:26]1[N+:27](=[O:28])[O-:29].[Cs+:38].[Cs+:39].[I:40][CH3:41].[O:42]=[CH:43][N:44]([CH3:45])[CH3:46]>>[Cl:1][c:2]1[cH:3][c:4]([CH2:30][C:31](=[O:32])[O:33][CH3:34])[cH:5][cH:6][c:7]1[O:8][c:9]1[cH:10][c:11]2[c:12]([n:13][c:14]([CH3:24])[n:15]2[CH2:16][O:17][CH2:18][CH2:19][Si:20]([CH3:21])([CH3:22])[CH3:23])[cH:25][c:26]1[N+:27](=[O:28])[O-:29].